From a dataset of the Open Reaction Database (ORD), a public repository of structured organic reaction records. describe an organic reaction: reactants, conditions, products, and yield Starting materials: C(C)(C)(C)OC(N(CCC1=CC=C(C=C1)NS(=O)(=O)C1=CC=C(C=C1)C(C)C)CC=C)=O (allyl-{2-[4-(4-isopropyl-benzenesulfonylamino)-phenyl]-ethyl}-carbamic acid tert-butyl ester), [H-].[Na+] (sodium hydride), CI (Methyliodide). The solvent is CN(C)C=O (DMF), C1COCCOCCOCCOCCO1 (15-crown-5). Run at time 30 minute. The product is C(C)(C)(C)OC(N(CCC1=CC=C(C=C1)N(C)S(=O)(=O)C1=CC=C(C=C1)C(C)C)CC=C)=O (Allyl-(2-{4-[(4-isopropyl-benzenesulfonyl)-methyl-amino]-phenyl}-ethyl)-carbamic acid tert-butyl ester). Yield: 96.2%. As a reaction SMILES: [C:1]([O:5][C:6](=[O:32])[N:7]([CH2:29][CH:30]=[CH2:31])[CH2:8][CH2:9][C:10]1[CH:15]=[CH:14][C:13]([NH:16][S:17]([C:20]2[CH:25]=[CH:24][C:23]([CH:26]([CH3:28])[CH3:27])=[CH:22][CH:21]=2)(=[O:19])=[O:18])=[CH:12][CH:11]=1)([CH3:4])([CH3:3])[CH3:2].[H-].[Na+].[CH3:35]I>CN(C=O)C.C1OCCOCCOCCOCCOC1>[C:1]([O:5][C:6](=[O:32])[N:7]([CH2:29][CH:30]=[CH2:31])[CH2:8][CH2:9][C:10]1[CH:15]=[CH:14][C:13]([N:16]([S:17]([C:20]2[CH:25]=[CH:24][C:23]([CH:26]([CH3:27])[CH3:28])=[CH:22][CH:21]=2)(=[O:19])=[O:18])[CH3:35])=[CH:12][CH:11]=1)([CH3:3])([CH3:4])[CH3:2] |f:1.2|. Procedure details: To a solution of allyl-{2-[4-(4-isopropyl-benzenesulfonylamino)-phenyl]-ethyl}-carbamic acid tert-butyl ester (200 mg, 0.44 mmol) in DMF (5 ml), 15-crown-5, and sodium hydride (20 mg, 0.48 mmol) were added, and the mixture was stirred at room temperature for 30 min. Methyliodide (60 mg, 0.44 mmol) was added and the mixture was stirred for 3 h at room temperature. After concentration in vacuo the residue was partitioned between dichloromethane and saturated aqueous NaHCO3. The organic layer was w... RXN SMILES: [C:10]([CH3:11])([CH3:12])([CH3:13])[Si:14]([CH3:15])([CH3:16])[Cl:17].[CH3:23][CH2:24][O:25][C:26](=[O:27])[CH3:28].[Cl:29][CH2:30][Cl:31].[F:1][c:2]1[n:3][cH:4][cH:5][c:6]([CH2:8][OH:9])[cH:7]1.[nH:18]1[cH:19][cH:20][n:21][cH:22]1>>[F:1][c:2]1[n:3][cH:4][cH:5][c:6]([CH2:8][O:9][Si:14]([C:10]([CH3:11])([CH3:12])[CH3:13])([CH3:15])[CH3:16])[cH:7]1. Yields the product CC(C)(C)[Si](C)(C)OCc1ccnc(F)c1. The reactants are CC(C)(C)[Si](C)(C)Cl, CCOC(C)=O, ClCCl, OCc1ccnc(F)c1, c1c[nH]cn1. Starting materials: CN(C)C=O, N#CC(Cc1ccccc1Cl)C(=O)O. The product is N#CC=Cc1ccccc1Cl. Reaction SMILES: [CH3:15][N:16]([CH3:17])[CH:18]=[O:19].[Cl:1][c:2]1[c:3]([CH2:4][CH:5]([C:6]([OH:7])=[O:8])[C:9]#[N:10])[cH:11][cH:12][cH:13][cH:14]1>>[Cl:1][c:2]1[c:3]([CH:4]=[CH:5][C:9]#[N:10])[cH:11][cH:12][cH:13][cH:14]1.